From a dataset of the Open Reaction Database (ORD), a public repository of structured organic reaction records. describe an organic reaction: reactants, conditions, products, and yield Reactants: C1(=CC=CC=C1)C=1C=C(SC1)C=CC(=O)C1=CC=C(C=C1)C(F)(F)F (3-(4-phenylthiophen-2-yl)-1-(4-(trifluoromethyl)phenyl)prop-2-en-1-one), C(CC(=O)OCC)(=O)OCC (diethyl malonate). Product: O=C(CC(C=1SC=C(C1)C1=CC=CC=C1)C(C(=O)OCC)C(=O)OCC)C1=CC=C(C=C1)C(F)(F)F (diethyl 2-(3-oxo-1-(4-phenylthiophen-2-yl)-3-(4-(trifluoromethyl)-phenyl)propyl)malonate). As a reaction SMILES: [C:1]1([C:7]2[CH:8]=[C:9]([CH:12]=[CH:13][C:14]([C:16]3[CH:21]=[CH:20][C:19]([C:22]([F:25])([F:24])[F:23])=[CH:18][CH:17]=3)=[O:15])[S:10][CH:11]=2)[CH:6]=[CH:5][CH:4]=[CH:3][CH:2]=1.[C:26]([O:34][CH2:35][CH3:36])(=[O:33])[CH2:27][C:28]([O:30][CH2:31][CH3:32])=[O:29]>>[O:15]=[C:14]([C:16]1[CH:17]=[CH:18][C:19]([C:22]([F:25])([F:23])[F:24])=[CH:20][CH:21]=1)[CH2:13][CH:12]([CH:27]([C:28]([O:30][CH2:31][CH3:32])=[O:29])[C:26]([O:34][CH2:35][CH3:36])=[O:33])[C:9]1[S:10][CH:11]=[C:7]([C:1]2[CH:6]=[CH:5][CH:4]=[CH:3][CH:2]=2)[CH:8]=1. Procedure details: By a procedure similar to that of example 1.59.2, starting from 3-(4-phenylthiophen-2-yl)-1-(4-(trifluoromethyl)phenyl)prop-2-en-1-one and diethyl malonate, diethyl 2-(3-oxo-1-(4-phenylthiophen-2-yl)-3-(4-(trifluoromethyl)-phenyl)propyl)malonate was obtained as yellow oil.